Dataset: the Open Reaction Database (ORD), a public repository of structured organic reaction records. Task: describe an organic reaction: reactants, conditions, products, and yield Starting materials: C([O-])([O-])=O.[Na+].[Na+] (sodium carbonate), NC(CC(=O)O)C1=CC=C(C=C1)OCCC (3-amino-3-(4-propoxyphenyl)propionic acid), C(=O)(OCC)N1C(C=2C(C1=O)=CC=CC2)=O (N-carboethoxyphthalimide). Run in O.C(C)#N (water acetonitrile). Conditions: temperature 35 celsius, time 1 hour. The product is C1(C=2C(C(N1C(CC(=O)O)C1=CC=C(C=C1)OCCC)=O)=CC=CC2)=O (3-phthalimido-3-(4-propoxyphenyl)propionic acid). The yield is 75.2%. Reaction SMILES: C(=O)([O-])[O-].[Na+].[Na+].[NH2:7][CH:8]([C:13]1[CH:18]=[CH:17][C:16]([O:19][CH2:20][CH2:21][CH3:22])=[CH:15][CH:14]=1)[CH2:9][C:10]([OH:12])=[O:11].C(N1[C:32](=[O:33])[C:31]2=[CH:34][CH:35]=[CH:36][CH:37]=[C:30]2[C:29]1=[O:38])(OCC)=O>O.C(#N)C>[C:29]1(=[O:38])[N:7]([CH:8]([C:13]2[CH:14]=[CH:15][C:16]([O:19][CH2:20][CH2:21][CH3:22])=[CH:17][CH:18]=2)[CH2:9][C:10]([OH:12])=[O:11])[C:32](=[O:33])[C:31]2=[CH:34][CH:35]=[CH:36][CH:37]=[C:30]12 |f:0.1.2,5.6|. Reported procedure: To a stirred solution of sodium carbonate (1.45 g, 13.7 mmol) in 500 mL of water-acetonitrile (1:1, v/v) was added 3-amino-3-(4-propoxyphenyl)propionic acid (3.05 g, 13.7 mmol) as a solid. The mixture was warmed to 30-40° C. to dissolve the solids. The reaction mixture was allowed to cool to room temperature and N-carboethoxyphthalimide (3.00 g, 13.7 mmol) was added and the reaction mixture was stirred for one hour at room temperature. The reaction mixture was then partially concentrated to remo... Starting materials: OC(CNCCCCCCCCCCCC)CO (N-(2,3-dihydroxypropyl)-N-dodecylamine), [OH-].[K+] (potassium hydroxide), COC(C(CCCCCCCCCCCCCC)O)=O (methyl-2-hydroxyhexadecanoate). Product: OC(CN(C(C(CCCCCCCCCCCCCC)O)=O)CCCCCCCCCCCC)CO (N -(2,3-dihydroxypropyl)-N-dodecyl-2-hydroxyhexadecanamide). RXN SMILES: [OH:1][CH:2]([CH2:17][OH:18])[CH2:3][NH:4][CH2:5][CH2:6][CH2:7][CH2:8][CH2:9][CH2:10][CH2:11][CH2:12][CH2:13][CH2:14][CH2:15][CH3:16].[OH-].[K+].CO[C:23](=[O:40])[CH:24]([OH:39])[CH2:25][CH2:26][CH2:27][CH2:28][CH2:29][CH2:30][CH2:31][CH2:32][CH2:33][CH2:34][CH2:35][CH2:36][CH2:37][CH3:38]>>[OH:1][CH:2]([CH2:17][OH:18])[CH2:3][N:4]([CH2:5][CH2:6][CH2:7][CH2:8][CH2:9][CH2:10][CH2:11][CH2:12][CH2:13][CH2:14][CH2:15][CH3:16])[C:23](=[O:40])[CH:24]([OH:39])[CH2:25][CH2:26][CH2:27][CH2:28][CH2:29][CH2:30][CH2:31][CH2:32][CH2:33][CH2:34][CH2:35][CH2:36][CH2:37][CH3:38] |f:1.2|. Procedure: N-(2,3-dihydroxypropyl)-N-dodecylamine (1.00 g, 0.0039 mole) and potassium hydroxide (0.01 g, 0.18 mmole) were heated to 85° C. under vacuum and methyl-2-hydroxyhexadecanoate (1.12 g, 0.0039 mole) was heated and added dropwise to the reaction. The reaction was heated under vacuum for 6 hours. A waxy off-white solid was obtained (crude yield=1.9 g). The waxy solid was recrystalized from hot hexane (yield=1.26 g). Reactants: CCOC(=O)C (EtOAc), BrC1=CC2=C(NCCOC2)N=C1 (3-Bromo-5,7,8,9-tetrahydro-6-oxa-1,9-diaza-benzocycloheptene), CC1(OB(OC1(C)C)C=1C=NC=C(C1)C(F)(F)F)C (3-(4,4,5,5-tetramethyl-[1,3,2]dioxaborolan-2-yl)-5-trifluoromethyl-pyridine), C(=O)([O-])[O-].[K+].[K+] (K2CO3). The reagents and catalysts are CC(C)(C)P(C1=CC=C(C=C1)N(C)C)C(C)(C)C.CC(C)(C)P(C1=CC=C(C=C1)N(C)C)C(C)(C)C.Cl[Pd]Cl (bis(di-tert-butyl(4-dimethylaminophenyl)phosphine)dichloropalladium (II)). Solvent: O (water), O1CCOCC1 (1,4-dioxane), O (water). Reaction conditions: temperature 100 celsius, time 10 minute. Product: FC(C=1C=C(C=NC1)C1=CC2=C(NCCOC2)N=C1)(F)F.FC(C=1C=C(C=NC1)C1=CC2=C(NCCOC2)N=C1)(F)F (3-(5-trifluoromethyl-pyridin-3-yl)-5,7,8,9-tetrahydro-6-oxa-1,9-diaza-benzocycloheptene 3-(5-Trifluoromethyl-pyridin-3-yl)-5,7,8,9-tetrahydro-6-oxa-1,9-diaza-benzocycloheptene), C(C1=CC=CC=C1)(=O)N=C=O (benzoyl isocyanate). As a reaction SMILES: Br[C:2]1[CH:12]=[N:11][C:5]2[NH:6][CH2:7][CH2:8][O:9][CH2:10][C:4]=2[CH:3]=1.CC1(C)C(C)(C)OB([C:21]2[CH:22]=[N:23][CH:24]=[C:25]([C:27]([F:30])([F:29])[F:28])[CH:26]=2)O1.[C:32]([O-:35])([O-])=O.[K+].[K+].CCO[C:41]([CH3:43])=[O:42]>O1CCOCC1.O.CC(P(C(C)(C)C)C1C=CC(N(C)C)=CC=1)(C)C.CC(P(C(C)(C)C)C1C=CC(N(C)C)=CC=1)(C)C.Cl[Pd]Cl>[F:28][C:27]([F:30])([F:29])[C:25]1[CH:26]=[C:21]([C:2]2[CH:12]=[N:11][C:5]3[NH:6][CH2:7][CH2:8][O:9][CH2:10][C:4]=3[CH:3]=2)[CH:22]=[N:23][CH:24]=1.[F:28][C:27]([F:30])([F:29])[C:25]1[CH:26]=[C:21]([C:2]2[CH:12]=[N:11][C:5]3[NH:6][CH2:7][CH2:8][O:9][CH2:10][C:4]=3[CH:3]=2)[CH:22]=[N:23][CH:24]=1.[C:41]([N:23]=[C:32]=[O:35])(=[O:42])[C:43]1[CH:5]=[CH:4][CH:3]=[CH:2][CH:12]=1 |f:2.3.4,8.9.10,11.12|. Procedure details: 3-Bromo-5,7,8,9-tetrahydro-6-oxa-1,9-diaza-benzocycloheptene (78 mg, 0.34 mmol), 3-(4,4,5,5-tetramethyl-[1,3,2]dioxaborolan-2-yl)-5-trifluoromethyl-pyridine (190 mg, 0.68 mmol) and K2CO3 (94 mg, 0.68 mmol) are mixed in 5.0 mL of 1,4-dioxane and 0.50 mL of water. Argon gas is bubbled through the mixture for 10 min and bis(di-tert-butyl(4-dimethylaminophenyl)phosphine)dichloropalladium (II) (24 mg, 0.034 mmol) is added. The mixture is heated at 100° C. for 5 hrs. Then EtOAc (25 mL) is added along ... Reactants: CC(=O)c1cccc2ccccc12, COc1cccc(C(C)N)c1, CC(C)[O-], CC(C)[O-], CC(C)[O-], CC(C)[O-], [Ti+4]. Product: COc1cccc(C(C)NC(C)c2cccc3ccccc23)c1. RXN SMILES: [C:12]([CH3:13])(=[O:14])[c:15]1[cH:16][cH:17][cH:18][c:19]2[cH:20][cH:21][cH:22][cH:23][c:24]12.[CH3:1][O:2][c:3]1[cH:4][c:5]([CH:9]([CH3:10])[NH2:11])[cH:6][cH:7][cH:8]1.[CH3:25][CH:26]([CH3:27])[O-:28].[CH3:30][CH:31]([CH3:32])[O-:33].[CH3:34][CH:35]([CH3:36])[O-:37].[CH3:38][CH:39]([CH3:40])[O-:41].[Ti+4:29]>>[CH3:1][O:2][c:3]1[cH:4][c:5]([CH:9]([CH3:10])[NH:11][CH:12]([CH3:13])[c:15]2[cH:16][cH:17][cH:18][c:19]3[cH:20][cH:21][cH:22][cH:23][c:24]23)[cH:6][cH:7][cH:8]1. The reactants are NC=1C(=CC=CC1)C (o-toluidine), C([O-])([O-])=O.[Na+].[Na+] (sodium carbonate), CC(C(=O)Cl)(C)C (trimethylacetyl chloride), CC(C(=O)Cl)(C)C (trimethylacetyl chloride). The solvent is C(Cl)Cl (methylene chloride), O (water). Product: CC1=C(C=CC=C1)NC(C(C)(C)C)=O (N-[(2-methyl)phenyl]-2,2-dimethylpropanamide). Isolated yield 93.0%. As a reaction SMILES: [NH2:1][C:2]1[C:3]([CH3:8])=[CH:4][CH:5]=[CH:6][CH:7]=1.C(=O)([O-])[O-].[Na+].[Na+].[CH3:15][C:16]([CH3:21])([CH3:20])[C:17](Cl)=[O:18]>C(Cl)Cl.O>[CH3:8][C:3]1[CH:4]=[CH:5][CH:6]=[CH:7][C:2]=1[NH:1][C:17](=[O:18])[C:16]([CH3:21])([CH3:20])[CH3:15] |f:1.2.3|. Procedure details: A biphasic solution of o-toluidine (107.2 g, 1.0 mol) in methylene chloride (500 ml) and water (150 ml) containing sodium carbonate (69 g, 0.65 mol) was treated with trimethylacetyl chloride (120.6 g, 1.0 mol). The rate of addition of trimethylacetyl chloride was adjusted so as to maintain the reaction at gentle reflux. After 45 minutes the addition was complete. The organic layer was separated, washed with water, and concentrated in vacuo. The crude N-[(2-methyl)phenyl]-2,2-dimethylpropanamide ... The reactants are COC1=CC=C(C=C1)C=1N=C(SC1CCCC)N (4-(4-methoxy-phenyl)-5-n-butyl-thiazol-2-ylamine), COC=1C=C(C(=O)Cl)C=C(C1OC)OC (3,4,5-trimethoxy-benzoyl chloride). The product is C(CCC)C1=C(N=C(S1)NC(C1=CC(=C(C(=C1)OC)OC)OC)=O)C1=CC=C(C=C1)OC (N-[5-n-butyl-4-(4-methoxy-phenyl)-thiazol-2-yl]-3,4,5-trimethoxy-benzamide). Isolated yield 51.8%. As a reaction SMILES: [CH3:1][O:2][C:3]1[CH:8]=[CH:7][C:6]([C:9]2[N:10]=[C:11]([NH2:18])[S:12][C:13]=2[CH2:14][CH2:15][CH2:16][CH3:17])=[CH:5][CH:4]=1.[CH3:19][O:20][C:21]1[CH:22]=[C:23]([CH:27]=[C:28]([O:32][CH3:33])[C:29]=1[O:30][CH3:31])[C:24](Cl)=[O:25]>>[CH2:14]([C:13]1[S:12][C:11]([NH:18][C:24](=[O:25])[C:23]2[CH:22]=[C:21]([O:20][CH3:19])[C:29]([O:30][CH3:31])=[C:28]([O:32][CH3:33])[CH:27]=2)=[N:10][C:9]=1[C:6]1[CH:5]=[CH:4][C:3]([O:2][CH3:1])=[CH:8][CH:7]=1)[CH2:15][CH2:16][CH3:17]. Reported procedure: A procedure similar to that in Example 4 was used. 4-(4-methoxy-phenyl)-5-n-butyl-thiazol-2-ylamine prepared in Example 62 and 3,4,5-trimethoxy-benzoyl chloride prepared in the step 1 of Example 37 were used as starting materials, allowed to react at room temperature overnight, followed by post-treatment to give a glassy crude product, which was recrystallized with petroleum ether and ethyl acetate at a ratio of 2:1 (V:V) to obtain a product as a white solid in a yield of 51.8%, mp: 197-198 └. 1... Starting materials: O=C1N(C(C(N1CO)=O)C)CC#C ((2,4-dioxo-5-methyl-1-propargyl-3-imidazolidinyl)methanol), ClC1=C(C=CC(=C1)C(F)(F)F)N[C@@H](C(C)C)C(=O)O (N-(2-chloro-4-trifluoromethylphenyl)valine), CN(C)C1=NC=CC=C1 (dimethylaminopyridine), C1(CCCCC1)N=C=NC1CCCCC1 (N,N'-dicyclohexylcarbodiimide). Solvent: C(Cl)Cl (methylene chloride), CN(C=O)C (dimethylformamide). Conditions: time 2 hour. Product: ClC1=C(C=CC(=C1)C(F)(F)F)NC(C(=O)OCN1C(N(C(C1=O)C)CC#C)=O)C(C)C ((2,4-dioxo-5-methyl-1-propargyl-3-imidazolidinyl)methyl 2-(2-chloro-4-trifluoromethylphenylamino)-3-methylbutanoate). RXN SMILES: [O:1]=[C:2]1[N:6]([CH2:7][OH:8])[C:5](=[O:9])[CH:4]([CH3:10])[N:3]1[CH2:11][C:12]#[CH:13].[Cl:14][C:15]1[CH:20]=[C:19]([C:21]([F:24])([F:23])[F:22])[CH:18]=[CH:17][C:16]=1[NH:25][C@H:26]([C:30](O)=[O:31])[CH:27]([CH3:29])[CH3:28].CN(C1C=CC=CN=1)C.C1(N=C=NC2CCCCC2)CCCCC1>C(Cl)Cl.CN(C)C=O>[Cl:14][C:15]1[CH:20]=[C:19]([C:21]([F:24])([F:23])[F:22])[CH:18]=[CH:17][C:16]=1[NH:25][CH:26]([CH:27]([CH3:29])[CH3:28])[C:30]([O:8][CH2:7][N:6]1[C:5](=[O:9])[CH:4]([CH3:10])[N:3]([CH2:11][C:12]#[CH:13])[C:2]1=[O:1])=[O:31]. Procedure: To a stirred solution of (2,4-dioxo-5-methyl-1-propargyl-3-imidazolidinyl)methanol (1.8 mmol), N-(2-chloro-4-trifluoromethylphenyl)valine (2.0 mmol) and dimethylaminopyridine (0.65 mmol) in 20 ml of methylene chloride and 2 ml of dimethylformamide is added N,N'-dicyclohexylcarbodiimide (2.0 mmol). The reaction mixture is stirred, under nitrogen, for two hours and then filtered and extracted with water. The aqueous phase is extracted with ether. The combined organic phases are washed with saturat...